This data is from the Open Reaction Database (ORD), a public repository of structured organic reaction records. The task is: describe an organic reaction: reactants, conditions, products, and yield The reactants are CC=1C(=NC=CC1)[C@@H]1N[C@@H](CCC1)C1=NC=CC=C1C ((2′R,6′S)-3,3″-dimethyl-1′,2′,3′,4′,5′,6′-hexahydro-[2,2′;6′,2″]terpyridine), BrCC1=CC(=C(C#N)C=C1)F (4-bromomethyl-2-fluoro-benzonitrile), CCN(C(C)C)C(C)C (DIPEA). Solvent: CC#N (CH3CN). Run at temperature 60 celsius, time 16 hour. Yields the product CC=1C(=NC=CC1)[C@@H]1N([C@@H](CCC1)C1=NC=CC=C1C)CC1=CC(=C(C#N)C=C1)F (4-((2′R,6′S)-3,3″-dimethyl-3′,4′,5′,6′-tetrahydro-2′H-[2,2′;6′,2″]terpyridin-1′-ylmethyl)-2-fluoro-benzonitrile). The yield is 99.9%. RXN SMILES: [CH3:1][C:2]1[C:3]([C@H:8]2[CH2:13][CH2:12][CH2:11][C@@H:10]([C:14]3[C:19]([CH3:20])=[CH:18][CH:17]=[CH:16][N:15]=3)[NH:9]2)=[N:4][CH:5]=[CH:6][CH:7]=1.Br[CH2:22][C:23]1[CH:30]=[CH:29][C:26]([C:27]#[N:28])=[C:25]([F:31])[CH:24]=1.CCN(C(C)C)C(C)C>CC#N>[CH3:1][C:2]1[C:3]([C@H:8]2[CH2:13][CH2:12][CH2:11][C@@H:10]([C:14]3[C:19]([CH3:20])=[CH:18][CH:17]=[CH:16][N:15]=3)[N:9]2[CH2:22][C:23]2[CH:30]=[CH:29][C:26]([C:27]#[N:28])=[C:25]([F:31])[CH:24]=2)=[N:4][CH:5]=[CH:6][CH:7]=1. Reported procedure: A mixture of (2′R,6′S)-3,3″-dimethyl-1′,2′,3′,4′,5′,6′-hexahydro-[2,2′;6′,2″]terpyridine (0.267 g, 1.00 mmol), 4-bromomethyl-2-fluoro-benzonitrile (0.321 g, 0.1.50 mmol), DIPEA (0.259 g, 2.00 mmol) and KI (0.017 g, 0.10 mmol) in dry CH3CN (10 mL) was stirred at 60° C. for 16 h. After that period of time the CH3CN was removed by evaporation under vacuum, and saturated aqueous NaHCO3 (20 mL) was added. The aqueous mixture was extracted with CH2Cl2 (3×30 mL, and the extract was dried over Na2SO4. A... The reactants are O=C(n1ccnc1)n1ccnc1, ClCCl, Cc1nc(N)sc1-c1ccc(S(C)(=O)=O)c(F)c1. The product is Cc1nc(NC(=O)n2ccnc2)sc1-c1ccc(S(C)(=O)=O)c(F)c1. Reaction SMILES: [C:19](=[O:20])([n:21]1[cH:22][n:23][cH:24][cH:25]1)[n:26]1[cH:27][cH:28][n:29][cH:30]1.[Cl:31][CH2:32][Cl:33].[F:1][c:2]1[cH:3][c:4](-[c:12]2[c:13]([CH3:18])[n:14][c:15]([NH2:17])[s:16]2)[cH:5][cH:6][c:7]1[S:8](=[O:9])(=[O:10])[CH3:11]>>[F:1][c:2]1[cH:3][c:4](-[c:12]2[c:13]([CH3:18])[n:14][c:15]([NH:17][C:19](=[O:20])[n:21]3[cH:22][n:23][cH:24][cH:25]3)[s:16]2)[cH:5][cH:6][c:7]1[S:8](=[O:9])(=[O:10])[CH3:11]. RXN SMILES: [Br:1][CH2:2][CH2:3][CH2:4][CH2:5][C:6]([C:7](=[O:8])[O:9][CH2:10][CH3:11])([CH3:12])[CH3:13].[CH3:14][OH:15].[Cl:16][CH2:17][Cl:18]>>[Br:1][CH2:2][CH2:3][CH2:4][CH2:5][C:6]([CH2:7][OH:8])([CH3:12])[CH3:13]. The reactants are CCOC(=O)C(C)(C)CCCCBr, CO, ClCCl. Product: CC(C)(CO)CCCCBr.